Dataset: the Open Reaction Database (ORD), a public repository of structured organic reaction records. Task: describe an organic reaction: reactants, conditions, products, and yield The reactants are CCN=C=NCCCN(C)C, CS(=O)(=O)c1ccc(Oc2cc(OC3CCOCC3)c3[nH]c(C4=NCC(CC(=O)O)S4)cc3c2)cn1, CN(C)C=O, Cl, NCC(F)(F)F, O, O, On1nnc2ccccc21. Yields the product CS(=O)(=O)c1ccc(Oc2cc(OC3CCOCC3)c3[nH]c(C4=NCC(CC(=O)NCC(F)(F)F)S4)cc3c2)cn1. RXN SMILES: [CH2:49]([N:50]=[C:51]=[N:52][CH2:53][CH2:54][CH2:55][N:56]([CH3:57])[CH3:58])[CH3:59].[CH3:1][S:2](=[O:3])(=[O:4])[c:5]1[cH:6][cH:7][c:8]([O:11][c:12]2[cH:13][c:14]3[cH:15][c:16]([C:28]4=[N:32][CH2:31][CH:30]([CH2:33][C:34](=[O:35])[OH:36])[S:29]4)[nH:17][c:18]3[c:19]([O:21][CH:22]3[CH2:23][CH2:24][O:25][CH2:26][CH2:27]3)[cH:20]2)[cH:9][n:10]1.[CH3:66][N:67]([CH3:68])[CH:69]=[O:70].[ClH:48].[F:60][C:61]([CH2:62][NH2:63])([F:64])[F:65].[OH2:37].[OH2:71].[OH:38][n:39]1[c:40]2[cH:41][cH:42][cH:43][cH:44][c:45]2[n:46][n:47]1>>[CH3:1][S:2](=[O:3])(=[O:4])[c:5]1[cH:6][cH:7][c:8]([O:11][c:12]2[cH:13][c:14]3[cH:15][c:16]([C:28]4=[N:32][CH2:31][CH:30]([CH2:33][C:34](=[O:35])[NH:63][CH2:62][C:61]([F:60])([F:64])[F:65])[S:29]4)[nH:17][c:18]3[c:19]([O:21][CH:22]3[CH2:23][CH2:24][O:25][CH2:26][CH2:27]3)[cH:20]2)[cH:9][n:10]1. Reactants: C(C)(=O)OCC (ethyl acetate), C(CCC)C=1N=C(N(C(C1CC1=CC=C(C=C1)C=1C(=CC=CC1)C#N)=O)C1=CC(=CC=C1)O)C (4′-{[4-butyl-1-(3-hydroxyphenyl)-2-methyl-6-oxo-1,6-dihydropyrimidin-5-yl]methyl}biphenyl-2-carbonitrile), BrCCO[Si](C)(C)C(C)(C)C ((2-bromoethoxy)(tert-butyl)dimethylsilane), C([O-])([O-])=O.[Cs+].[Cs+] (cesium carbonate). The solvent is O (water), CN(C=O)C (N,N-dimethylformamide). Reaction conditions: temperature 60 celsius, time 15 hour. Product: C(CCC)C=1N=C(N(C(C1CC1=CC=C(C=C1)C=1C(=CC=CC1)C#N)=O)C1=CC(=CC=C1)OCCO[Si](C)(C)C(C)(C)C)C (4′-({4-butyl-1-[3-(2-{[tert-butyl(dimethyl)silyl]oxy}ethoxy)phenyl]-2-methyl-6-oxo-1,6-dihydropyrimidin-5-yl}methyl)biphenyl-2-carbonitrile). Reaction SMILES: [CH2:1]([C:5]1[N:6]=[C:7]([CH3:34])[N:8]([C:27]2[CH:32]=[CH:31][CH:30]=[C:29]([OH:33])[CH:28]=2)[C:9](=[O:26])[C:10]=1[CH2:11][C:12]1[CH:17]=[CH:16][C:15]([C:18]2[C:19]([C:24]#[N:25])=[CH:20][CH:21]=[CH:22][CH:23]=2)=[CH:14][CH:13]=1)[CH2:2][CH2:3][CH3:4].Br[CH2:36][CH2:37][O:38][Si:39]([C:42]([CH3:45])([CH3:44])[CH3:43])([CH3:41])[CH3:40].C(=O)([O-])[O-].[Cs+].[Cs+].C(OCC)(=O)C>CN(C)C=O.O>[CH2:1]([C:5]1[N:6]=[C:7]([CH3:34])[N:8]([C:27]2[CH:32]=[CH:31][CH:30]=[C:29]([O:33][CH2:36][CH2:37][O:38][Si:39]([C:42]([CH3:45])([CH3:44])[CH3:43])([CH3:41])[CH3:40])[CH:28]=2)[C:9](=[O:26])[C:10]=1[CH2:11][C:12]1[CH:13]=[CH:14][C:15]([C:18]2[C:19]([C:24]#[N:25])=[CH:20][CH:21]=[CH:22][CH:23]=2)=[CH:16][CH:17]=1)[CH2:2][CH2:3][CH3:4] |f:2.3.4|. Reported procedure: To a solution of 4′-{[4-butyl-1-(3-hydroxyphenyl)-2-methyl-6-oxo-1,6-dihydropyrimidin-5-yl]methyl}biphenyl-2-carbonitrile (1.0 g) and (2-bromoethoxy)(tert-butyl)dimethylsilane (0.95 mL) in N,N-dimethylformamide (10 mL) was added cesium carbonate (1.45 g), and the mixture was stirred at 60° C. for 15 hr. The reaction mixture was allowed to cool to room temperature, ethyl acetate and water were added, and the mixture was extracted with ethyl acetate. The organic layer was washed with saturated bri... Reactants: [Al+3], [Cl-], [Cl-], [Cl-], CC(Cl)Cl, Cl, O=C1CCC(=O)O1, c1ccc2c(c1)CCO2, O. Product: O=C(O)CCC(=O)c1ccc2c(c1)CCO2. Reaction SMILES: [Al+3:11].[Cl-:10].[Cl-:12].[Cl-:13].[Cl:22][CH:23]([Cl:24])[CH3:25].[ClH:21].[O:14]=[C:15]1[CH2:16][CH2:17][C:18](=[O:19])[O:20]1.[O:1]1[CH2:2][CH2:3][c:4]2[c:5]1[cH:6][cH:7][cH:8][cH:9]2.[OH2:26]>>[O:1]1[CH2:2][CH2:3][c:4]2[c:5]1[cH:6][cH:7][c:8]([C:18]([CH2:17][CH2:16][C:15](=[O:14])[OH:20])=[O:19])[cH:9]2. Reactants: ClC=1C=CC(=C(C1)C1=CC=C(C=C1)CN(NC(=O)C1=CC(=NO1)OC)C[C@H](C(=O)O)O)F ((R)-3-[N-(5′-chloro-2′-fluorobiphenyl-4-ylmethyl)-N′-(3-methoxyisoxazole-5-carbonyl)hydrazino]-2-hydroxypropionic acid), C(OCCl)(OC(C)C)=O (chloromethyl isopropyl carbonate), [Na+].[I-] (NaI), N1=CC=CC=C1 (pyridine). Run in CN(C)C=O (DMF), O (water). Run at temperature 25 celsius, time 8 hour. Product: C(C)(C)OC(=O)OCOC([C@@H](CN(NC(=O)C1=CC(=NO1)OC)CC1=CC=C(C=C1)C1=C(C=CC(=C1)Cl)F)O)=O ((R)-3-[N-(5′-Chloro-2′-fluorobiphenyl-4-ylmethyl)-N′-(3-methoxyisoxazole-5-carbonyl)hydrazino]-2-hydroxypropionic Acid Isopropoxycarbonyloxymethyl Ester). Yield: 0.0%. RXN SMILES: [Cl:1][C:2]1[CH:3]=[CH:4][C:5]([F:32])=[C:6]([C:8]2[CH:13]=[CH:12][C:11]([CH2:14][N:15]([CH2:26][C@@H:27]([OH:31])[C:28]([OH:30])=[O:29])[NH:16][C:17]([C:19]3[O:23][N:22]=[C:21]([O:24][CH3:25])[CH:20]=3)=[O:18])=[CH:10][CH:9]=2)[CH:7]=1.[C:33](=[O:41])([O:37][CH:38]([CH3:40])[CH3:39])[O:34][CH2:35]Cl.[Na+].[I-].N1C=CC=CC=1>CN(C=O)C.O>[CH:38]([O:37][C:33]([O:34][CH2:35][O:29][C:28](=[O:30])[C@H:27]([OH:31])[CH2:26][N:15]([CH2:14][C:11]1[CH:10]=[CH:9][C:8]([C:6]2[CH:7]=[C:2]([Cl:1])[CH:3]=[CH:4][C:5]=2[F:32])=[CH:13][CH:12]=1)[NH:16][C:17]([C:19]1[O:23][N:22]=[C:21]([O:24][CH3:25])[CH:20]=1)=[O:18])=[O:41])([CH3:40])[CH3:39] |f:2.3|. Procedure: A mixture of (R)-3-[N-(5′-chloro-2′-fluorobiphenyl-4-ylmethyl)-N′-(3-methoxyisoxazole-5-carbonyl)hydrazino]-2-hydroxypropionic acid (200 mg, 430 mmol), chloromethyl isopropyl carbonate (132 mg, 860 mmol), NaI (129 mg, 860 μmol) and pyridine (136 mg, 1.7 mmol) in DMF (5.0 mL) was stirred at 25° C. overnight. The mixture was then poured into water (30 mL) and extracted with EtOAc (3×20 mL). The combined organic layers were washed with saturated aqueous NaCl (30 mL), dried over anhydrous Na2SO4, an... Starting materials: ClC1=NC2=CC=CC(=C2C(=N1)NCC1=NC=CC=C1)C1=CC=CC=C1 (2-chloro-5-phenyl-N-(pyridin-2-ylmethyl)quinazolin-4-amine), CC1(OCC(CO1)C=1C=NC=C(C1)B1OC(C(O1)(C)C)(C)C)C (3-(2,2-dimethyl-1,3-dioxan-5-yl)-5-(4,4,5,5-tetramethyl-1,3,2-dioxaborolan-2-yl)pyridine), C([O-])([O-])=O.[K+].[K+] (potassium carbonate). Solvent: O1CCOCC1 (1,4-dioxane), O (H2O). Reaction conditions: temperature 90 celsius, time 16 hour. The product is CC1(OCC(CO1)C=1C=C(C=NC1)C1=NC2=CC=CC(=C2C(=N1)NCC1=NC=CC=C1)C1=CC=CC=C1)C (2-(5-(2,2-dimethyl-1,3-dioxan-5-yl)pyridin-3-yl)-5-phenyl-N-(pyridin-2-ylmethyl)quinazolin-4-amine). The yield is 38.9%. RXN SMILES: Cl[C:2]1[N:11]=[C:10]([NH:12][CH2:13][C:14]2[CH:19]=[CH:18][CH:17]=[CH:16][N:15]=2)[C:9]2[C:4](=[CH:5][CH:6]=[CH:7][C:8]=2[C:20]2[CH:25]=[CH:24][CH:23]=[CH:22][CH:21]=2)[N:3]=1.[CH3:26][C:27]1([CH3:48])[O:32][CH2:31][CH:30]([C:33]2[CH:34]=[N:35][CH:36]=[C:37](B3OC(C)(C)C(C)(C)O3)[CH:38]=2)[CH2:29][O:28]1.C(=O)([O-])[O-].[K+].[K+]>O1CCOCC1.O>[CH3:26][C:27]1([CH3:48])[O:32][CH2:31][CH:30]([C:33]2[CH:38]=[C:37]([C:2]3[N:11]=[C:10]([NH:12][CH2:13][C:14]4[CH:19]=[CH:18][CH:17]=[CH:16][N:15]=4)[C:9]4[C:4](=[CH:5][CH:6]=[CH:7][C:8]=4[C:20]4[CH:25]=[CH:24][CH:23]=[CH:22][CH:21]=4)[N:3]=3)[CH:36]=[N:35][CH:34]=2)[CH2:29][O:28]1 |f:2.3.4|. Reported procedure: To a solution of 2-chloro-5-phenyl-N-(pyridin-2-ylmethyl)quinazolin-4-amine (80 mg, 0.23 mmol) in 1,4-dioxane (6 mL) and H2O (0.5 mL) under nitrogen was added 3-(2,2-dimethyl-1,3-dioxan-5-yl)-5-(4,4,5,5-tetramethyl-1,3,2-dioxaborolan-2-yl)pyridine (110 mg, 0.35 mmol), and potassium carbonate (96 mg, 7.0 mmol). The mixture was degassed with nitrogen for 15 min. (1,1′-Bis(diphenylphosphino)ferrocene)palladium (II) chloride dichloromethane complex (12 mg, 0.015 mmol) was added and the reaction mixt... The reactants are CCO, O=C(NC1CCN(CC2Cn3c(=O)ccc4ncc(F)c2c43)CC1F)OCc1ccccc1. Yields the product NC1CCN(CC2Cn3c(=O)ccc4ncc(F)c2c43)CC1F. As a reaction SMILES: [CH3:34][CH2:35][OH:36].[F:1][CH:2]1[CH2:3][N:4]([CH2:19][CH:20]2[CH2:21][n:22]3[c:23]4[c:24]2[c:25]([F:33])[cH:26][n:27][c:28]4[cH:29][cH:30][c:31]3=[O:32])[CH2:5][CH2:6][CH:7]1[NH:8][C:9](=[O:10])[O:11][CH2:12][c:13]1[cH:14][cH:15][cH:16][cH:17][cH:18]1>>[F:1][CH:2]1[CH2:3][N:4]([CH2:19][CH:20]2[CH2:21][n:22]3[c:23]4[c:24]2[c:25]([F:33])[cH:26][n:27][c:28]4[cH:29][cH:30][c:31]3=[O:32])[CH2:5][CH2:6][CH:7]1[NH2:8]. Starting materials: C(C)(C)(C)C=1C(=C(C(=O)O)C=CC1)O (3-t-butylhydroxybenzoic acid), C(C1=CC=CC=C1)Br (benzyl bromide), [OH-].[K+] (KOH), CCO (EtOH), [OH-].[K+] (KOH). The solvent is O (water). Run at temperature 100 celsius. Yields the product C(C1=CC=CC=C1)OC1=C(C=C(C(=O)O)C=C1)C(C)(C)C (4-(benzyloxy)-3-tert-butylbenzoic acid). Isolated yield 81.0%. Reaction SMILES: [C:1]([C:5]1[C:6](O)=[C:7]([CH:11]=[CH:12][CH:13]=1)[C:8]([OH:10])=[O:9])([CH3:4])([CH3:3])[CH3:2].[CH2:15](Br)[C:16]1[CH:21]=[CH:20][CH:19]=[CH:18][CH:17]=1.[OH-].[K+].CC[OH:27]>O>[CH2:15]([O:27][C:13]1[CH:12]=[CH:11][C:7]([C:8]([OH:10])=[O:9])=[CH:6][C:5]=1[C:1]([CH3:4])([CH3:3])[CH3:2])[C:16]1[CH:21]=[CH:20][CH:19]=[CH:18][CH:17]=1 |f:2.3|. Reported procedure: A mixture of 3-t-butylhydroxybenzoic acid (2.00 g, 10.3 mmol), benzyl bromide (6.12 mL, 52.5 mmol), KOH (3.47 g, 61.8 mmol), EtOH (60 mL), and water (6 mL) was heated at 100° C. for 48 h under nitrogen atmosphere. The reaction mixture was concentrated in vacuo and the residue was diluted with EtOH (100 mL) and water (100 mL), then stirred with KOH (3.47 g, 61.8 mmol) at 100° C. for 2 h. The reaction mixture was cooled to room temperature and concentrated in vacuo. The residue was diluted with wa... The reactants are CN1Cc2c(C=O)ncn2-c2cccc(C(F)(F)F)c2C1=O, ClCCl, OCCS. Yields the product CN1Cc2c(C3OCCS3)ncn2-c2cccc(C(F)(F)F)c2C1=O. RXN SMILES: [CH3:1][N:2]1[CH2:3][c:4]2[n:5]([cH:18][n:19][c:20]2[CH:21]=[O:22])-[c:6]2[c:7]([c:10]([C:14]([F:15])([F:16])[F:17])[cH:11][cH:12][cH:13]2)[C:8]1=[O:9].[Cl:27][CH2:28][Cl:29].[SH:23][CH2:24][CH2:25][OH:26]>>[CH3:1][N:2]1[CH2:3][c:4]2[n:5]([cH:18][n:19][c:20]2[CH:21]2[O:22][CH2:25][CH2:24][S:23]2)-[c:6]2[c:7]([c:10]([C:14]([F:15])([F:16])[F:17])[cH:11][cH:12][cH:13]2)[C:8]1=[O:9].